Dataset: the Open Reaction Database (ORD), a public repository of structured organic reaction records. Task: describe an organic reaction: reactants, conditions, products, and yield Starting materials: Cl (HCl), FC1=C(C(=O)OC)C(=CC(=C1)C=O)O (methyl 2-fluoro-4-formyl-6-hydroxybenzoate), FC1=C(C(=O)OC)C(=CC(=C1)C=O)O (methyl 2-fluoro-4-formyl-6-hydroxybenzoate), [OH-].[Na+] (NaOH), CCO (EtOH). Run in CO (MeOH). Conditions: temperature 20 celsius, time 5 hour. The product is FC1=C(C(=O)O)C(=CC(=C1)C=O)O (2-fluoro-4-formyl-6-hydroxybenzoic acid). RXN SMILES: [F:1][C:2]1[CH:11]=[C:10]([CH:12]=[O:13])[CH:9]=[C:8]([OH:14])[C:3]=1[C:4]([O:6]C)=[O:5].[OH-].[Na+].Cl.CCO>CO>[F:1][C:2]1[CH:11]=[C:10]([CH:12]=[O:13])[CH:9]=[C:8]([OH:14])[C:3]=1[C:4]([OH:6])=[O:5] |f:1.2|. Procedure: A mixture of methyl 2-fluoro-4-formyl-6-hydroxybenzoate (Intermediate 7) (300 mg, 1.50 mmol) and aqueous NaOH (2 M, 10 mL) in MeOH (10 mL) was stirred at 20° C. for 5 hours. The mixture was acidified with aqueous HCl until pH=2 followed by a standard aqueous/EtOH workup. The residue was used for next step without further purification. The solvent is O (water). Product: COC=1C=C2C=CC(=CC2=CC1)C(C(=O)O)C ((+)2-(6-methoxy-2-naphthyl) propionic acid). Reported procedure: 220 g of (+)-2-(6-methoxy-2-naphthyl) propionic acid ethylamine salt was dissolved in 1350 ml of water at 70° C. The obtained completely clear solution was slowly acidified to about pH=5 with 10% w/w hydrochloric acid. The reactants are C(C)N.COC=1C=C2C=CC(=CC2=CC1)C(C(=O)O)C ((+)-2-(6-methoxy-2-naphthyl) propionic acid ethylamine salt), Cl (hydrochloric acid). Reaction SMILES: C(N)C.[CH3:4][O:5][C:6]1[CH:7]=[C:8]2[C:13](=[CH:14][CH:15]=1)[CH:12]=[C:11]([CH:16]([CH3:20])[C:17]([OH:19])=[O:18])[CH:10]=[CH:9]2.Cl>O>[CH3:4][O:5][C:6]1[CH:7]=[C:8]2[C:13](=[CH:14][CH:15]=1)[CH:12]=[C:11]([CH:16]([CH3:20])[C:17]([OH:19])=[O:18])[CH:10]=[CH:9]2 |f:0.1|. The reactants are [OH-].[K+] (Potassium hydroxide), C(C)N(C(SC1=C(C=C(C(=C1)OC)OC)C(C1=CC=CC=C1)=O)=O)CC (S-(2-Benzoyl-4,5-dimethoxyphenyl) N,N-diethylthiocarbamate). Procedure: Potassium hydroxide pellets (58.6 g) was slowly added to a solution of the product (85.0 g) from step (j) dissolved in 1 L of methanol/THF (1:1). After refluxing for 3 hours, the reaction mixture was cooled to room temperature and concentrated in vacuo. The resulting residue was triturated with 1N HCl then extracted with EtOAc. The organic layer was separated, washed with 2×250 ml of 1N HCl then washed with 3×400 ml of 1N NaOH. The aqueous basic layers were combined and acidified with conc. HCl ... As a reaction SMILES: [OH-].[K+].C(N(CC)C(=O)[S:7][C:8]1[CH:13]=[C:12]([O:14][CH3:15])[C:11]([O:16][CH3:17])=[CH:10][C:9]=1[C:18](=[O:25])[C:19]1[CH:24]=[CH:23][CH:22]=[CH:21][CH:20]=1)C>CO.C1COCC1>[SH:7][C:8]1[CH:13]=[C:12]([O:14][CH3:15])[C:11]([O:16][CH3:17])=[CH:10][C:9]=1[C:18]([C:19]1[CH:20]=[CH:21][CH:22]=[CH:23][CH:24]=1)=[O:25] |f:0.1,3.4|. The yield is 87.8%. Run in CO.C1CCOC1 (methanol THF). Product: SC1=C(C(=O)C2=CC=CC=C2)C=C(C(=C1)OC)OC (2-Mercapto4,5-dimethoxybenzophenone). Reactants: C(C)N1C=C(C(C2=CC(=C(C(=C12)F)F)F)=O)C(=O)O (ethyl-6, 7, 8-trifluoro-1,4-dihydro-4-oxo-3-quinolinecarboxylic acid), Cl.Cl.C12CCCC(NC1)CN2 (6,8-diazabicyclo[3.2.2]nonane, dihydrochloride), N12CCCCCC2=NCCC1 (1,8-diazabicyclo[5.4.0]undec-7-ene). The solvent is C(C)#N (acetonitrile). Product: C12CCCC(N(C1)C1=C(C=C3C(C(=CN(C3=C1F)CC)C(=O)O)=O)F)CN2 (7-(6,8-Diazabicyclo[3.2.2]non-6-yl)-1-ethyl-6,8-difluoro-1,4-dihydro-4-oxo-3-quinolinecarboxylic acid). RXN SMILES: [CH2:1]([N:3]1[C:12]2[C:7](=[CH:8][C:9]([F:15])=[C:10](F)[C:11]=2[F:13])[C:6](=[O:16])[C:5]([C:17]([OH:19])=[O:18])=[CH:4]1)[CH3:2].Cl.Cl.[CH:22]12[NH:30][CH2:29][CH:26]([NH:27][CH2:28]1)[CH2:25][CH2:24][CH2:23]2.N12CCCN=C1CCCCC2>C(#N)C>[CH:22]12[NH:30][CH2:29][CH:26]([N:27]([C:10]3[C:11]([F:13])=[C:12]4[C:7]([C:6](=[O:16])[C:5]([C:17]([OH:19])=[O:18])=[CH:4][N:3]4[CH2:1][CH3:2])=[CH:8][C:9]=3[F:15])[CH2:28]1)[CH2:25][CH2:24][CH2:23]2 |f:1.2.3|. Procedure details: A solution of 0.81 g (3.0 mmol) of -ethyl-6, 7, 8-trifluoro-1,4-dihydro-4-oxo-3-quinolinecarboxylic acid, 0.66 g (3.3 mmol) of 6,8-diazabicyclo[3.2.2]nonane, dihydrochloride, 1.35 ml (9.0 mmol) of 1,8-diazabicyclo[5.4.0]undec-7-ene and 20 ml of acetonitrile was heated under reflux for 3 hr. After cooling to room temperature the solid was collected by filtration to give 0.52 g {of the title compound, mp 245°-250° . Starting materials: COC1=CC(=C(C=C1)C1=C(C=C2N1N=C(C=C2O)C)C)C (7-(4-methoxy-2-methylphenyl)-2,6-dimethylpyrrolo[1,2-b]pyridazin-4-ol), P(Br)(Br)Br (phosphorus tribromide), C(=O)(O)[O-].[Na+] (NaHCO3). Run in C(Cl)(Cl)Cl (CHCl3), BrC1=CC=CC=C1 (bromobenzene). The product is BrC=1C=2N(N=C(C1)C)C(=C(C2)C)C2=C(C=C(C=C2)OC)C (4-bromo-7-(4-methoxy-2-methylphenyl)-2,6-dimethylpyrrolo[1,2-b]pyridazine). Reaction SMILES: [CH3:1][O:2][C:3]1[CH:8]=[CH:7][C:6]([C:9]2[N:13]3[N:14]=[C:15]([CH3:19])[CH:16]=[C:17](O)[C:12]3=[CH:11][C:10]=2[CH3:20])=[C:5]([CH3:21])[CH:4]=1.P(Br)(Br)[Br:23].C([O-])(O)=O.[Na+]>BrC1C=CC=CC=1.C(Cl)(Cl)Cl>[Br:23][C:17]1[C:12]2[N:13]([C:9]([C:6]3[CH:7]=[CH:8][C:3]([O:2][CH3:1])=[CH:4][C:5]=3[CH3:21])=[C:10]([CH3:20])[CH:11]=2)[N:14]=[C:15]([CH3:19])[CH:16]=1 |f:2.3|. Procedure details: A solution of 7-(4-methoxy-2-methylphenyl)-2,6-dimethylpyrrolo[1,2-b]pyridazin-4-ol (0.16 g, 0.567 mmol) and phosphorus tribromide (0.27 mL, 2.83 mmol) in bromobenzene (3.0 mL) was refluxed for 5 h. After cooling down to room temperature, the mixture was diluted with CHCl3. Saturated NaHCO3 solution was added to neutralize and separated immediately. The aqueous layer was extracted with CHCl3 (2×). The combined CHCl3 solution was dried over MgSO4 and filtered. The filtrate was concentrated in vac... Reactants: N (ammonia), ClC=1C=C2C(=NC(=NC2=C(C1OC)OC)SC)SC (6-chloro-2,4-dimethylmercapto-7,8-dimethoxyquinazoline). The solvent is O1CCCC1 (tetrahydrofuran), O1CCCC1 (tetrahydrofuran). Run at time 18 hour. Yields the product CSC1=NC2=C(C(=C(C=C2C(=N1)N)Cl)OC)OC (2-methylmercapto-4-amino-6-chloro-7,8-dimethoxyquinazoline). RXN SMILES: [Cl:1][C:2]1[CH:3]=[C:4]2[C:9](=[C:10]([O:14][CH3:15])[C:11]=1[O:12][CH3:13])[N:8]=[C:7]([S:16][CH3:17])[N:6]=[C:5]2SC.[NH3:20]>O1CCCC1>[CH3:17][S:16][C:7]1[N:6]=[C:5]([NH2:20])[C:4]2[C:9](=[C:10]([O:14][CH3:15])[C:11]([O:12][CH3:13])=[C:2]([Cl:1])[CH:3]=2)[N:8]=1. Procedure: To 0.1 mole of 6-chloro-2,4-dimethylmercapto-7,8-dimethoxyquinazoline in 200 ml. of tetrahydrofuran is added a solution of 0.1 mole of anhydrous ammonia in tetrahydrofuran. The mixture is stirred at room temperature for 18 hours and the precipitate which forms is collected and recrystallized from dimethylformamide/water to yield 2-methylmercapto-4-amino-6-chloro-7,8-dimethoxyquinazoline. Reactants: O (water), [OH-].[Na+] (sodium hydroxide), C(#N)[BH3-].[Na+] (sodium cyanoborohydride), C1(CC1)C=1NC2=CC=CC=C2C1 (2-cyclopropylindole). Solvent: C(C)(=O)O (acetic acid), C(C)(=O)OCC (ethyl acetate). Run at temperature 15 celsius, time 2 hour. The product is C1(CC1)C1NC2=CC=CC=C2C1 ((±)-2-cyclopropylindoline). The yield is 94.8%. RXN SMILES: C([BH3-])#N.[Na+].[CH:5]1([C:8]2[NH:9][C:10]3[C:15]([CH:16]=2)=[CH:14][CH:13]=[CH:12][CH:11]=3)[CH2:7][CH2:6]1.O.[OH-].[Na+]>C(O)(=O)C.C(OCC)(=O)C>[CH:5]1([CH:8]2[CH2:16][C:15]3[C:10](=[CH:11][CH:12]=[CH:13][CH:14]=3)[NH:9]2)[CH2:7][CH2:6]1 |f:0.1,4.5|. Reported procedure: 1.0 g of sodium cyanoborohydride is gradually added to a solution of 1.25 g of 2-cyclopropylindole in 80 ml of acetic acid under argon cooled to a temperature of about 15° C. The reaction mixture is stirred at a temperature of about 15° C. for 2 hours, and is then treated with 100 ml of water. It is then cooled to a temperature of about 5° C. and alkalinized by gradual addition of 140 ml of a 30% sodium hydroxide solution. The reaction mixture is diluted with 200 ml of ethyl acetate and is then ... Starting materials: CCCCOCCOc1ccc(-c2ccc3c(c2)C=C(C(=O)Nc2ccc(Sc4nccn4C)cc2)CCN3CC(C)C)cc1, ClCCl, O=C(OO)c1cccc(Cl)c1. Product: CCCCOCCOc1ccc(-c2ccc3c(c2)C=C(C(=O)Nc2ccc(S(=O)c4nccn4C)cc2)CCN3CC(C)C)cc1. Reaction SMILES: [CH2:1]([CH2:2][CH2:3][CH3:4])[O:5][CH2:6][CH2:7][O:8][c:9]1[cH:10][cH:11][c:12](-[c:15]2[cH:16][cH:17][c:18]3[c:19]([cH:45]2)[CH:20]=[C:21]([C:29](=[O:30])[NH:31][c:32]2[cH:33][cH:34][c:35]([S:38][c:39]4[n:40]([CH3:44])[cH:41][cH:42][n:43]4)[cH:36][cH:37]2)[CH2:22][CH2:23][N:24]3[CH2:25][CH:26]([CH3:27])[CH3:28])[cH:13][cH:14]1.[Cl:57][CH2:58][Cl:59].[OH:46][O:47][C:48]([c:49]1[cH:50][c:51]([Cl:52])[cH:53][cH:54][cH:55]1)=[O:56]>>[CH2:1]([CH2:2][CH2:3][CH3:4])[O:5][CH2:6][CH2:7][O:8][c:9]1[cH:10][cH:11][c:12](-[c:15]2[cH:16][cH:17][c:18]3[c:19]([cH:45]2)[CH:20]=[C:21]([C:29](=[O:30])[NH:31][c:32]2[cH:33][cH:34][c:35]([S:38]([c:39]4[n:40]([CH3:44])[cH:41][cH:42][n:43]4)=[O:46])[cH:36][cH:37]2)[CH2:22][CH2:23][N:24]3[CH2:25][CH:26]([CH3:27])[CH3:28])[cH:13][cH:14]1.